This data is from the Open Reaction Database (ORD), a public repository of structured organic reaction records. The task is: describe an organic reaction: reactants, conditions, products, and yield Reactants: O (Water), BrC=1SC(=C(N1)C1=CC=CC=C1)C (2-bromo-5-methyl-4-phenyl-1,3-thiazole), N1(CCNCC1)C(=O)OC(C)(C)C (tert-butyl piperazine-1-carboxylate), C([O-])([O-])=O.[K+].[K+] (potassium carbonate). Run in CN(C=O)C (dimethylformamide). Product: CC1=C(N=C(S1)N1CCN(CC1)C(=O)OC(C)(C)C)C1=CC=CC=C1 (tert-Butyl 4-(5-methyl-4-phenyl-1,3-thiazol-2-yl)piperazine-1-carboxylate). Yield: 18.1%. Reaction SMILES: Br[C:2]1[S:3][C:4]([CH3:13])=[C:5]([C:7]2[CH:12]=[CH:11][CH:10]=[CH:9][CH:8]=2)[N:6]=1.[N:14]1([C:20]([O:22][C:23]([CH3:26])([CH3:25])[CH3:24])=[O:21])[CH2:19][CH2:18][NH:17][CH2:16][CH2:15]1.C(=O)([O-])[O-].[K+].[K+].O>CN(C)C=O>[CH3:13][C:4]1[S:3][C:2]([N:17]2[CH2:16][CH2:15][N:14]([C:20]([O:22][C:23]([CH3:26])([CH3:25])[CH3:24])=[O:21])[CH2:19][CH2:18]2)=[N:6][C:5]=1[C:7]1[CH:12]=[CH:11][CH:10]=[CH:9][CH:8]=1 |f:2.3.4|. Procedure: A solution of 2-bromo-5-methyl-4-phenyl-1,3-thiazole (9.56 g, 37.6 mmol), tert-butyl piperazine-1-carboxylate (14.8 g, 75.2 mmol) and potassium carbonate (5.20 g, 37.6 mmol) in dimethylformamide (125 ml) was stirred at 120° C. for 4 hours. Water was poured into the reaction solution, and the mixture was extracted with ethyl acetate. The extract was washed with water and dried over anhydrous magnesium sulfate, and the solvent was distilled off under reduced pressure. The residue was purified by s... The yield is 104.7%. The reactants are CC(C)(C#CC1=CC(=CC=C1)N)O (2-methyl-4-(3-aminophenyl)-3-butyn-2-ol), [OH-].[Na+] (sodium hydroxide). As a reaction SMILES: CC(O)([C:4]#[C:5][C:6]1[CH:11]=[CH:10][CH:9]=[C:8]([NH2:12])[CH:7]=1)C.[OH-].[Na+]>C1(C)C=CC=CC=1>[NH2:12][C:8]1[CH:7]=[C:6]([C:5]#[CH:4])[CH:11]=[CH:10][CH:9]=1 |f:1.2|. The product is NC=1C=C(C=CC1)C#C (3-aminophenylacetylene). Procedure: 2 grams of 2-methyl-4-(3-aminophenyl)-3-butyn-2-ol were dissolved in 15 ml of toluene containing one pellet (0.1 gram) of sodium hydroxide which had been crushed to a powder. The mixture was charged to a 100 ml, round-bottom flask equipped with a Dean-Stark trap and condenser. The mixture was refluxed for one hour, and the acetone byproduct was removed periodically through the Dean-Stark trap. The reaction product was then cooled, and the mixture filtered to remove particles of caustic. After th... Run in C1(=CC=CC=C1)C (toluene). Reactants: ClC1=C(C(=CC=C1)OCC)F (1-chloro-3-ethoxy-2-fluorobenzene), BrBr (bromine). Reaction conditions: time 30 minute. The product is BrC1=C(C(=C(C=C1)OCC)F)Cl (1-bromo-2-chloro-4-ethoxy-3-fluorobenzene). Yield: 87.9%. RXN SMILES: [Cl:1][C:2]1[CH:7]=[CH:6][CH:5]=[C:4]([O:8][CH2:9][CH3:10])[C:3]=1[F:11].[Br:12]Br>>[Br:12][C:7]1[CH:6]=[CH:5][C:4]([O:8][CH2:9][CH3:10])=[C:3]([F:11])[C:2]=1[Cl:1]. Procedure details: 504 g of the compound (b44) was added to a reactor in a nitrogen atmosphere, to which 434 g of bromine was added dropwise over 1 hour in a temperature range of 20 to 40° C., followed by stirring for 30 minutes. The resulting reaction mixture was washed with a saturated sodium thiosulfate aqueous solution, a 10% sodium hydroxide aqueous solution, and water. The residue was subjected to fractional distillation under reduced pressure to obtain 605 g of 1-bromo-2-chloro-4-ethoxy-3-fluorobenzene (C12... The reactants are C(C1=CC=CC=C1)O[C@@H]1[C@H](O[C@@]([C@@H]([C@H]1OCC1=CC=CC=C1)OCC1=CC=CC=C1)(OC)C1=CC(=C(C=C1)Cl)CC1=CC(=C(C=C1)OCC)F)CO[Si](C)(C)C(C)(C)C ([[(2R,3R,4S,5R,6S)-3,4,5-tribenzyloxy-6-[4-chloro-3-[(4-ethoxy-3-fluoro-phenyl)methyl]phenyl]-6-methoxy-tetrahydropyran-2-yl]methoxy]tert-butyl-dimethylsilane), C(C)(=O)Cl (acetyl chloride). Solvent: CO (methanol). Run at time 1 hour. Product: C(C1=CC=CC=C1)O[C@@H]1[C@H](O[C@@]([C@@H]([C@H]1OCC1=CC=CC=C1)OCC1=CC=CC=C1)(OC)C1=CC(=C(C=C1)Cl)CC1=CC(=C(C=C1)OCC)F)CO ([(2R,3R,4S,5R,6S)-3,4,5-tribenzyloxy-6-[4-chloro-3-[(4-ethoxy-3-fluoro-phenyl)methyl]phenyl]-6-methoxy-tetrahydropyran-2-yl]methanol). Isolated yield 83.6%. RXN SMILES: [CH2:1]([O:8][C@H:9]1[C@H:14]([O:15][CH2:16][C:17]2[CH:22]=[CH:21][CH:20]=[CH:19][CH:18]=2)[C@@H:13]([O:23][CH2:24][C:25]2[CH:30]=[CH:29][CH:28]=[CH:27][CH:26]=2)[C@@:12]([C:33]2[CH:38]=[CH:37][C:36]([Cl:39])=[C:35]([CH2:40][C:41]3[CH:46]=[CH:45][C:44]([O:47][CH2:48][CH3:49])=[C:43]([F:50])[CH:42]=3)[CH:34]=2)([O:31][CH3:32])[O:11][C@@H:10]1[CH2:51][O:52][Si](C(C)(C)C)(C)C)[C:2]1[CH:7]=[CH:6][CH:5]=[CH:4][CH:3]=1.C(Cl)(=O)C>CO>[CH2:1]([O:8][C@H:9]1[C@H:14]([O:15][CH2:16][C:17]2[CH:22]=[CH:21][CH:20]=[CH:19][CH:18]=2)[C@@H:13]([O:23][CH2:24][C:25]2[CH:30]=[CH:29][CH:28]=[CH:27][CH:26]=2)[C@@:12]([C:33]2[CH:38]=[CH:37][C:36]([Cl:39])=[C:35]([CH2:40][C:41]3[CH:46]=[CH:45][C:44]([O:47][CH2:48][CH3:49])=[C:43]([F:50])[CH:42]=3)[CH:34]=2)([O:31][CH3:32])[O:11][C@@H:10]1[CH2:51][OH:52])[C:2]1[CH:7]=[CH:6][CH:5]=[CH:4][CH:3]=1. Procedure: [[(2R,3R,4S,5R,6S)-3,4,5-tribenzyloxy-6-[4-chloro-3-[(4-ethoxy-3-fluoro-phenyl)methyl]phenyl]-6-methoxy-tetrahydropyran-2-yl]methoxy]tert-butyl-dimethylsilane 4h (10.52 g, 12.5 mmol) was dissolved in 50 mL methanol, followed by dropwise addition of acetyl chloride (0.13 mL, 1.9 mmol). The reaction mixture was stirred for 1 hour. Thereafter, the reaction mixture was concentrated under reduced pressure and the resulting residue was purified by silica gel chromatography with elution system B to obt... Starting materials: ClCCl, CC(C)C[AlH]CC(C)C, Cc1ccccc1, CCOC(=O)C(CCCCNS(=O)(=O)c1ccc(Cl)cc1)CCCc1cccnc1. Product: O=CC(CCCCNS(=O)(=O)c1ccc(Cl)cc1)CCCc1cccnc1. Reaction SMILES: [CH2:40]([Cl:41])[Cl:42].[CH3:31][CH:32]([CH2:33][AlH:34][CH2:35][CH:36]([CH3:37])[CH3:38])[CH3:39].[CH3:43][c:44]1[cH:45][cH:46][cH:47][cH:48][cH:49]1.[Cl:1][c:2]1[cH:3][cH:4][c:5]([S:8](=[O:9])(=[O:10])[NH:11][CH2:12][CH2:13][CH2:14][CH2:15][CH:16]([C:17](=[O:18])[O:19][CH2:20][CH3:21])[CH2:22][CH2:23][CH2:24][c:25]2[cH:26][n:27][cH:28][cH:29][cH:30]2)[cH:6][cH:7]1>>[Cl:1][c:2]1[cH:3][cH:4][c:5]([S:8](=[O:9])(=[O:10])[NH:11][CH2:12][CH2:13][CH2:14][CH2:15][CH:16]([CH:17]=[O:18])[CH2:22][CH2:23][CH2:24][c:25]2[cH:26][n:27][cH:28][cH:29][cH:30]2)[cH:6][cH:7]1. Reactants: C(=S)NC(C(=O)OCC1=CC=C(C=C1)OC)P(=O)(OCC)OCC (p-methoxybenzyl α-thioformamido-diethylphosphonoacetate), C([O-])([O-])=O.[K+].[K+] (potassium carbonate), C(C)(=O)OCC(CCl)=O (1-acetoxy-3-chloro-2-propanone). The solvent is CC(=O)C (acetone), CC(=O)C (acetone). Conditions: time 5 minute. Product: C(C)(=O)OC1=C(N=C(SC1)C)C(=O)OCC1=CC=C(C=C1)OC (p-methoxybenzyl 5-acetoxy-methyl-6H-1,3-thiazine-4-carboxylate). Isolated yield 105.4%. RXN SMILES: [CH:1]([NH:3][CH:4](P(OCC)(OCC)=O)[C:5]([O:7][CH2:8][C:9]1[CH:14]=[CH:13][C:12]([O:15][CH3:16])=[CH:11][CH:10]=1)=[O:6])=[S:2].[C:25](=O)([O-])[O-].[K+].[K+].[C:31]([O:34][CH2:35][C:36](=O)CCl)(=[O:33])[CH3:32]>CC(C)=O>[C:31]([O:34][C:35]1[CH2:36][S:2][C:1]([CH3:25])=[N:3][C:4]=1[C:5]([O:7][CH2:8][C:9]1[CH:10]=[CH:11][C:12]([O:15][CH3:16])=[CH:13][CH:14]=1)=[O:6])(=[O:33])[CH3:32] |f:1.2.3|. Procedure details: To a stirring solution of p-methoxybenzyl α-thioformamido-diethylphosphonoacetate (114 mg., 0.3 mmole) in acetone (1.5 ml) is added powdered potassium carbonate (124 mg, 0.9 mmole). The resulting mixture is stirred for 5 minutes at room temperature and under a nitrogen atmosphere, then treated with a solution of 1-acetoxy-3-chloro-2-propanone (48 mg, 0.32 mmole) in acetone (0.5 ml). After having been sitrred for 3 hours at room temperature, the mixture is filtered to remove the salts which are w... Reactants: COc1cc2c(cc1C)C(C)(C)CCC2=O, CC(C)[Mg+], [Cl-]. The product is COc1cc2c(cc1C)C(C)(C)CC=C2C(C)C. As a reaction SMILES: [CH3:1][O:2][c:3]1[c:4]([CH3:16])[cH:5][c:6]2[c:11]([cH:12]1)[C:10](=[O:13])[CH2:9][CH2:8][C:7]2([CH3:14])[CH3:15].[CH:18]([CH3:19])([CH3:20])[Mg+:21].[Cl-:17]>>[CH3:1][O:2][c:3]1[c:4]([CH3:16])[cH:5][c:6]2[c:11]([cH:12]1)[C:10]([CH:18]([CH3:19])[CH3:20])=[CH:9][CH2:8][C:7]2([CH3:14])[CH3:15]. The reactants are CC(C)(C)[O-], CCOC(C)=O, CC(C)c1cc(C(C)C)c(-c2ccccc2P(C2CCCCC2)C2CCCCC2)c(C(C)C)c1, CC(Nc1nc(Cl)cc(N2CC(NC(N)=O)C2)n1)c1ccc(F)cc1, Nc1cnccn1, [Na+], O=C(C=Cc1ccccc1)C=Cc1ccccc1, C1COCCO1, O=C(C=Cc1ccccc1)C=Cc1ccccc1, O=C(C=Cc1ccccc1)C=Cc1ccccc1, [Pd], [Pd], Cc1ccccc1. The product is CC(Nc1nc(Nc2cnccn2)cc(N2CC(NC(N)=O)C2)n1)c1ccc(F)cc1. RXN SMILES: [CH3:67][C:68]([CH3:69])([O-:70])[CH3:71].[CH3:73][CH2:74][O:75][C:76](=[O:77])[CH3:78].[CH:33]1([P:34]([CH:35]2[CH2:36][CH2:37][CH2:38][CH2:39][CH2:40]2)[c:41]2[cH:42][cH:43][cH:44][cH:45][c:46]2-[c:47]2[c:48]([CH:49]([CH3:50])[CH3:51])[cH:52][c:53]([CH:54]([CH3:55])[CH3:56])[cH:57][c:58]2[CH:59]([CH3:60])[CH3:61])[CH2:62][CH2:63][CH2:64][CH2:65][CH2:66]1.[Cl:1][c:2]1[cH:3][c:4]([N:18]2[CH2:19][CH:20]([NH:22][C:23](=[O:24])[NH2:25])[CH2:21]2)[n:5][c:6]([NH:8][CH:9]([CH3:10])[c:11]2[cH:12][cH:13][c:14]([F:17])[cH:15][cH:16]2)[n:7]1.[NH2:26][c:27]1[n:28][cH:29][cH:30][n:31][cH:32]1.[Na+:72].[O:117]=[C:118]([CH:119]=[CH:120][c:121]1[cH:122][cH:123][cH:124][cH:125][cH:126]1)[CH:127]=[CH:128][c:129]1[cH:130][cH:131][cH:132][cH:133][cH:134]1.[O:135]1[CH2:136][CH2:137][O:138][CH2:139][CH2:140]1.[O:81]=[C:82]([CH:83]=[CH:84][c:85]1[cH:86][cH:87][cH:88][cH:89][cH:90]1)[CH:91]=[CH:92][c:93]1[cH:94][cH:95][cH:96][cH:97][cH:98]1.[O:99]=[C:100]([CH:101]=[CH:102][c:103]1[cH:104][cH:105][cH:106][cH:107][cH:108]1)[CH:109]=[CH:110][c:111]1[cH:112][cH:113][cH:114][cH:115][cH:116]1.[Pd:79].[Pd:80].[c:141]1([CH3:142])[cH:143][cH:144][cH:145][cH:146][cH:147]1>>[c:2]1([NH:26][c:27]2[n:28][cH:29][cH:30][n:31][cH:32]2)[cH:3][c:4]([N:18]2[CH2:19][CH:20]([NH:22][C:23](=[O:24])[NH2:25])[CH2:21]2)[n:5][c:6]([NH:8][CH:9]([CH3:10])[c:11]2[cH:12][cH:13][c:14]([F:17])[cH:15][cH:16]2)[n:7]1.